From a dataset of the Open Reaction Database (ORD), a public repository of structured organic reaction records. describe an organic reaction: reactants, conditions, products, and yield The reactants are [H-].[Na+] (sodium hydride), C(OCC)(OCC)=O (diethyl carbonate), BrC1=CC=C(C=C1)C(C)=O (1-(4-bromophenyl)ethanone). Solvent: C(C)OCC (diethyl ether), C(C)OCC.CCO (diethyl ether EtOH). Reaction conditions: temperature 0 celsius, time 20 minute. Product: BrC1=CC=C(C=C1)C(CC(=O)OCC)=O (ethyl 3-(4-bromophenyl)-3-oxopropanoate). As a reaction SMILES: [H-].[Na+].[C:3](=[O:10])([O:7][CH2:8][CH3:9])OCC.[Br:11][C:12]1[CH:17]=[CH:16][C:15]([C:18](=[O:20])[CH3:19])=[CH:14][CH:13]=1>C(OCC)C.C(OCC)C.CCO>[Br:11][C:12]1[CH:17]=[CH:16][C:15]([C:18](=[O:20])[CH2:19][C:3]([O:7][CH2:8][CH3:9])=[O:10])=[CH:14][CH:13]=1 |f:0.1,5.6|. Procedure: Into a 1000 mL 4-necked round-bottom flask purged and maintained with an inert atmosphere of nitrogen, was placed a solution of sodium hydride (10.1 g, 420.83 mmol, 2.10 equiv) in diethyl ether (400 mL). To the resulting mixture was then added diethyl carbonate (35.6 g, 301.69 mmol, 1.50 equiv) in 10 min at 0° C., followed by addition of a solution of 1-(4-bromophenyl)ethanone (40 g, 202.02 mmol, 1.00 equiv) in diethyl ether/EtOH (100 mL/1 mL) dropwise with stirring at 0° C. in 20 min. The resul... As a reaction SMILES: CC(C)([O-])C.[K+].[F:7][C:8]([F:16])([F:15])[C:9]1[S:13][CH2:12][C:11](=[O:14])[CH:10]=1.F[B-](F)(F)F.CO[N+:24]1[N:25]([C:30]2[CH:35]=[CH:34][C:33]([C:36]([F:39])([F:38])[F:37])=[CH:32][CH:31]=2)[N:26]=[C:27]([CH3:29])[CH:28]=1>C(#N)C.O>[CH3:29][C:27]1[C:28]([O:14][C:11]2[CH:10]=[C:9]([C:8]([F:16])([F:15])[F:7])[S:13][CH:12]=2)=[N:24][N:25]([C:30]2[CH:31]=[CH:32][C:33]([C:36]([F:38])([F:37])[F:39])=[CH:34][CH:35]=2)[N:26]=1 |f:0.1,3.4|. Reactants: CC(C)([O-])C.[K+] (Potassium tert-butoxide), FC(C1=CC(CS1)=O)(F)F (5-trifluoromethylthiophene-3-one), F[B-](F)(F)F.CO[N+]=1N(N=C(C1)C)C1=CC=C(C=C1)C(F)(F)F (1-methoxy-4-methyl-2-[4-(trifluoromethyl)phenyl]-2H-1,2,3-triazolium tetrafluoroborate), F[B-](F)(F)F.CO[N+]=1N(N=C(C1)C)C1=CC=C(C=C1)C(F)(F)F (1-Methoxy-4-methyl-2-[4-(trifluoromethyl)phenyl]-2H-1,2,3-triazolium tetrafluoroborate). Solvent: O (water), C(C)#N (acetonitrile), C(C)#N (acetonitrile). Procedure details: Potassium tert-butoxide (0.30 g, 2.6 mmol) and 5-trifluoromethylthiophene-3-one (0.44 g, 2.6 mmol) were dissolved in acetonitrile (4 mL). A solution of crude 1-methoxy-4-methyl-2-[4-(trifluoromethyl)phenyl]-2H-1,2,3-triazolium tetrafluoroborate (1:1) (i.e., the product of Example 1, Step B, 0.70 g, 2.0 mmol) in acetonitrile (4 mL) was added at once. The reaction mixture was stirred at 23° C. for 27 h. The reaction mixture was diluted with water (20 mL) and extracted with diethyl ether (2×25 mL).... Yields the product CC1=NN(N=C1OC1=CSC(=C1)C(F)(F)F)C1=CC=C(C=C1)C(F)(F)F (4-methyl-2-[4-(trifluoromethyl)phenyl]-5-[[5-(trifluoromethyl)-3-thienyl]oxy]-2H-1,2,3-triazole). Reaction conditions: temperature 23 celsius, time 27 hour. Reactants: O (water), C1CCOC1 (THF), [N+](=O)([O-])C=1C=CC(=NC1)N1CCNCC1 (1-(5-nitro-pyridin-2-yl)-piperazine), C(C)(=O)O[BH-](OC(C)=O)OC(C)=O.[Na+] (sodium trisacetoxyborohydride), C1CCOC1 (THF). Solvent: C(C)(=O)O (acetic acid). Reaction conditions: time 16 hour. Reaction SMILES: [N+:1]([C:4]1[CH:5]=[CH:6][C:7]([N:10]2[CH2:15][CH2:14][NH:13][CH2:12][CH2:11]2)=[N:8][CH:9]=1)([O-:3])=[O:2].[C:16](O[BH-](OC(=O)C)OC(=O)C)(=O)C.[Na+].O.[CH2:31]1[CH2:35]OC[CH2:32]1>C(O)(=O)C>[CH2:16]([N:13]1[CH2:12][CH2:11][N:10]([C:7]2[CH:6]=[CH:5][C:4]([N+:1]([O-:3])=[O:2])=[CH:9][N:8]=2)[CH2:15][CH2:14]1)[CH:31]([CH3:32])[CH3:35] |f:1.2|. Yields the product C(C(C)C)N1CCN(CC1)C1=NC=C(C=C1)[N+](=O)[O-] (1-Isobutyl-4-(5-nitro-pyridin-2-yl)-piperazine). Procedure: A mixture of 7 g (34 mmol) 1-(5-nitro-pyridin-2-yl)-piperazine (commercially available), 3.15 g (44 mmol) isobutytraldehyde, 10.7 g (50 mmol) sodium trisacetoxyborohydride in 140 ml THF and 3 ml acetic acid was stirred at room temperature for 16 h. After addition of 50 ml water, THF was removed under vacuum. The residue was taken up in 300 ml water and 400 ml ethyl acetate and made alkaline by addition of 2M aq. Na2CO3 solution. The mixture was afterwards extracted two times with 300 ml ethyl ac... The reactants are C(C1=CC=CC=C1)OCCN1C(N(CC1)C1=NN(C=C1NC(=O)C=1N=C(OC1)C1=CC(=NC=C1)N(C(OC(C)(C)C)=O)CC(F)(F)F)C)=O (tert-butyl (4-(4-((3-(3-(2-(benzyloxy)ethyl)-2-oxoimidazolidin-1-yl)-1-methyl-1H-pyrazol-4-yl)carbamoyl)-1,3-oxazol-2-yl)pyridin-2-yl)(2,2,2-trifluoroethyl)carbamate). Solvent: C(=O)(C(F)(F)F)O (TFA). Conditions: time 5 hour. The product is OCCN1C(N(CC1)C1=NN(C=C1NC(=O)C=1N=C(OC1)C1=CC(=NC=C1)NCC(F)(F)F)C)=O (N-(3-(3-(2-hydroxyethyl)-2-oxoimidazolidin-1-yl)-1-methyl-1H-pyrazol-4-yl)-2-(2-((2,2,2-trifluoroethyl)amino)pyridin-4-yl)-1,3-oxazole-4-carboxamide). Yield: 34.6%. As a reaction SMILES: C([O:8][CH2:9][CH2:10][N:11]1[CH2:15][CH2:14][N:13]([C:16]2[C:20]([NH:21][C:22]([C:24]3[N:25]=[C:26]([C:29]4[CH:34]=[CH:33][N:32]=[C:31]([N:35]([CH2:43][C:44]([F:47])([F:46])[F:45])C(=O)OC(C)(C)C)[CH:30]=4)[O:27][CH:28]=3)=[O:23])=[CH:19][N:18]([CH3:48])[N:17]=2)[C:12]1=[O:49])C1C=CC=CC=1>C(O)(C(F)(F)F)=O>[OH:8][CH2:9][CH2:10][N:11]1[CH2:15][CH2:14][N:13]([C:16]2[C:20]([NH:21][C:22]([C:24]3[N:25]=[C:26]([C:29]4[CH:34]=[CH:33][N:32]=[C:31]([NH:35][CH2:43][C:44]([F:45])([F:47])[F:46])[CH:30]=4)[O:27][CH:28]=3)=[O:23])=[CH:19][N:18]([CH3:48])[N:17]=2)[C:12]1=[O:49]. Procedure: A solution of tert-butyl (4-(4-((3-(3-(2-(benzyloxy)ethyl)-2-oxoimidazolidin-1-yl)-1-methyl-1H-pyrazol-4-yl)carbamoyl)-1,3-oxazol-2-yl)pyridin-2-yl)(2,2,2-trifluoroethyl)carbamate (400 mg) in TFA (4.0 mL) was stirred at room temperature for 3 hr, and the reaction mixture was concentrated under reduced pressure. A solution of the obtained residue and 20% palladium hydroxide-carbon (80 mg) in acetic acid (10 mL) was stirred at room temperature for 5 hr under hydrogen atmosphere (3 atm). The reacti... The reactants are C(C1=CC=CC=C1)OC(=O)N1CC(CCC1)C(=O)O (1-[(benzyloxy)carbonyl]piperidine-3-carboxylic acid), ClC=1N=NC(=CC1)NN (3-chloro-6-hydrazinopyridazine), Cl (hydrochloride). The solvent is C(Cl)Cl (methylene chloride). Conditions: time 16 hour. Yields the product N1(CCCCC1)C=1C=CC=2N(N1)C(=NN2)C2CNCCC2 (6-piperidin-1-yl-3-piperidin-3-yl-1,2,4-triazolo[4,3-b]pyridazine). Yield: 88.9%. Reaction SMILES: C(OC([N:11]1[CH2:16][CH2:15][CH2:14][CH:13]([C:17](O)=O)[CH2:12]1)=O)C1C=CC=CC=1.Cl[C:21]1[N:22]=[N:23][C:24]([NH:27][NH2:28])=[CH:25][CH:26]=1.Cl>C(Cl)Cl>[N:11]1([C:21]2[CH:26]=[CH:25][C:24]3[N:23]([C:17]([CH:13]4[CH2:14][CH2:15][CH2:16][NH:11][CH2:12]4)=[N:28][N:27]=3)[N:22]=2)[CH2:16][CH2:15][CH2:14][CH2:13][CH2:12]1. Procedure details: A mixture of 1-[(benzyloxy)carbonyl]piperidine-3-carboxylic acid (2.44 g), 3-chloro-6-hydrazinopyridazine (1.34 g), WSCD hydrochloride (2.13 g) and methylene chloride (60 ml) was stirred at room temperature for 16 hours. The reaction solution was concentrated under reduced pressure and extracted with ethyl acetate. The extract was washed successively with water and brine, dried over anhydrous sodium sulfate, and concentrated under reduced pressure. The resultant reside was combined with acetic a... Reactants: N1CCNCC1.C1(CCCCC1)CN1CCNCC1 (1-Cyclohexylmethyl-piperazine piperazine), BrCC#N (bromoacetonitrile). Yields the product C1(CCCCC1)CN1CCN(CC1)CC#N ((4-Cyclohexylmethyl-piperazin-1-yl)-acetonitrile). RXN SMILES: [NH:1]1CCN[CH2:3][CH2:2]1.[CH:7]1([CH2:13][N:14]2[CH2:19][CH2:18][NH:17][CH2:16][CH2:15]2)[CH2:12][CH2:11][CH2:10][CH2:9][CH2:8]1.BrCC#N>>[CH:7]1([CH2:13][N:14]2[CH2:15][CH2:16][N:17]([CH2:3][C:2]#[N:1])[CH2:18][CH2:19]2)[CH2:8][CH2:9][CH2:10][CH2:11][CH2:12]1 |f:0.1|. Procedure: The title compound is synthesized by coupling of 1-Cyclohexylmethyl-piperazine piperazine (commercially available from Fluorochem Ltd) and bromoacetonitrile analogously to the preparation of Intermediate 149.2 as a colorless oil; ES-MS: M+=222.2: 1HNMR(DMSO-d6) 3.65 (s, 2H), 2.45-2.20 (m, 8H), 2.00 (d, 2H), 1.70-1.55 (m, 5H), 1.50-1.40 (m, 1H), 1.20-1.05 (m, 3H), 0.85-0.70 (m, 2H).